This data is from the Open Reaction Database (ORD), a public repository of structured organic reaction records. The task is: describe an organic reaction: reactants, conditions, products, and yield The reactants are N#Cc1ccc(OCc2ccccc2)cc1, CCO, [Na+], [OH-], OO. The product is NC(=O)c1ccc(OCc2ccccc2)cc1. RXN SMILES: [C:1](#[N:2])[c:3]1[cH:4][cH:5][c:6]([O:7][CH2:8][c:9]2[cH:10][cH:11][cH:12][cH:13][cH:14]2)[cH:15][cH:16]1.[CH3:21][CH2:22][OH:23].[Na+:20].[OH-:19].[OH:17][OH:18]>>[C:1]([NH2:2])([c:3]1[cH:4][cH:5][c:6]([O:7][CH2:8][c:9]2[cH:10][cH:11][cH:12][cH:13][cH:14]2)[cH:15][cH:16]1)=[O:17].